From a dataset of the Open Reaction Database (ORD), a public repository of structured organic reaction records. describe an organic reaction: reactants, conditions, products, and yield The reactants are P(=O)(Cl)(Cl)Cl (phosphorous oxychloride), BrCC(CO)(C)C (3 -bromo-2,2-dimethyl-1-propanol). The solvent is C(Cl)(Cl)(Cl)Cl (carbon tetrachloride), C(Cl)(Cl)(Cl)Cl (carbon tetrachloride). Run at time 8 hour. Product: BrCC(COP(=O)(Cl)Cl)(C)C (Phosphorodichloridic acid-3-bromo-2,2 dimethylpropyl ester). Reaction SMILES: [P:1]([Cl:5])(Cl)([Cl:3])=[O:2].[Br:6][CH2:7][C:8]([CH3:12])([CH3:11])[CH2:9][OH:10]>C(Cl)(Cl)(Cl)Cl>[Br:6][CH2:7][C:8]([CH3:12])([CH3:11])[CH2:9][O:10][P:1]([Cl:5])([Cl:3])=[O:2]. Procedure: To a solution of 18.35 g of phosphorous oxychloride in 55 ml of carbon tetrachloride was added dropwise a solution of 3 -bromo-2,2-dimethyl-1-propanol in 20 ml of carbon tetrachloride. This mixture was stirred overnight, evaporated in vacuo, then evaporated twice from toluene at 35° C. and dried. The residue was distilled on a Kugelrohr 100° C., 0.3 mm giving the desired compound as a colorless oil. Starting materials: C(C)C1=CC(=C(NC1=O)C)C=1C=NC=C(C1)C(=O)O (5′-ethyl-2′-methyl-6′-oxo-1′,6′-dihydro-[3,3′]bipyridinyl-5-carboxylic acid), OC(CN)C (2-hydroxy-propylamine). Yields the product OC(CNC(=O)C=1C=C(C=NC1)C1=C(NC(C(=C1)CC)=O)C)C (5′-Ethyl-2′-methyl-6′-oxo-1′,6′-dihydro-[3,3′]bipyridinyl-5-carboxylic acid (2-hydroxy-propyl)-amide). RXN SMILES: [CH2:1]([C:3]1[C:8](=[O:9])[NH:7][C:6]([CH3:10])=[C:5]([C:11]2[CH:12]=[N:13][CH:14]=[C:15]([C:17]([OH:19])=O)[CH:16]=2)[CH:4]=1)[CH3:2].[OH:20][CH:21]([CH3:24])[CH2:22][NH2:23]>>[OH:20][CH:21]([CH3:24])[CH2:22][NH:23][C:17]([C:15]1[CH:16]=[C:11]([C:5]2[CH:4]=[C:3]([CH2:1][CH3:2])[C:8](=[O:9])[NH:7][C:6]=2[CH3:10])[CH:12]=[N:13][CH:14]=1)=[O:19]. Procedure details: Method 1, Example 205 is substantially repeated except for utilizing 5′-ethyl-2′-methyl-6′-oxo-1′,6′-dihydro-[3,3′]bipyridinyl-5-carboxylic acid and 2-hydroxy-propylamine to afford the title compound. MS: m/e=316 (M+H).